From a dataset of the Open Reaction Database (ORD), a public repository of structured organic reaction records. describe an organic reaction: reactants, conditions, products, and yield Starting materials: FC1=C(C=CC(=C1)F)C(C(F)(F)C1=CC=C(C=N1)OC1=CC=C(C#N)C=C1)(CN1N=NN=C1)O (4-(6-(2-(2,4-Difluorophenyl)-1,1-difluoro-2-hydroxy-3-(1H-tetrazol-1-yl)propyl)pyridin-3-yloxy)benzonitrile), C1(=CC=CC=C1)B(O)O (phenylboronic acid). Product: FC1=C(C=CC(=C1)F)C(C(C1=NC=C(C=C1)OC1=CC=CC=C1)(F)F)(CN1N=NN=C1)O (2-(2,4-Difluorophenyl)-1,1-difluoro-1-(5-phenoxypyridin-2-yl)-3-(1H-tetrazol-1-yl)propan-2-ol), solid. Yield: 8.7%. RXN SMILES: [F:1][C:2]1[CH:7]=[C:6]([F:8])[CH:5]=[CH:4][C:3]=1[C:9]([OH:34])([CH2:28][N:29]1[CH:33]=[N:32][N:31]=[N:30]1)[C:10]([C:13]1[N:18]=[CH:17][C:16]([O:19][C:20]2[CH:27]=[CH:26][C:23](C#N)=[CH:22][CH:21]=2)=[CH:15][CH:14]=1)([F:12])[F:11].C1(B(O)O)C=CC=CC=1>>[F:1][C:2]1[CH:7]=[C:6]([F:8])[CH:5]=[CH:4][C:3]=1[C:9]([OH:34])([CH2:28][N:29]1[CH:33]=[N:32][N:31]=[N:30]1)[C:10]([F:12])([F:11])[C:13]1[CH:14]=[CH:15][C:16]([O:19][C:20]2[CH:21]=[CH:22][CH:23]=[CH:26][CH:27]=2)=[CH:17][N:18]=1. Reported procedure: Compound 11 was prepared in a similar manner to compound 5 from phenylboronic acid to afford a solid (30 mg, 8.7%). 1H NMR (500 MHz, CDCl3): δ 8.74 (s, 1H), 8.25 (s, 1H), 7.52 (d, J=8.5 Hz, 1H), 7.49 (br s, 1H), 7.45-7.35 (m, 3H), 7.30-7.29 (m, 1H), 7.28-7.27 (m, 1H), 7.06 (d, J=7.5 Hz, 2H), 6.79-6.74 (m, 1H), 6.72-6.69 (m, 1H), 5.54 (d, J=14.0 Hz, 1H), 5.12 (d, J=14.0 Hz, 1H). MS (ESI): m/z 446.8 [M++1]. HPLC: 99.5%. Starting materials: C(C)(C)N(C(C)C)CC1=CC=C(O1)C(=O)OCC (ethyl 5-diisopropylaminomethyl-2-furancarboxylate), C(CN)N (ethylenediamine). Procedure: Using Compound f and anhydrous ethylenediamine, the corresponding procedure of Example 1 was followed to give 5-(diisopropylaminomethyl)-N-(2-aminoethyl)-2-furancarboxamide as tan-colored oil. Reduction of this compound in the same manner as Example 1 without prior purification gave 5-(diisopropylaminomethyl)-N-(2-aminoethyl)furfurylamine (Compound g) as light yellow oil. RXN SMILES: [CH:1]([N:4]([CH2:8][C:9]1[O:13][C:12]([C:14]([O:16]CC)=O)=[CH:11][CH:10]=1)[CH:5]([CH3:7])[CH3:6])([CH3:3])[CH3:2].[CH2:19]([NH2:22])[CH2:20][NH2:21]>>[CH:5]([N:4]([CH2:8][C:9]1[O:13][C:12]([C:14]([NH:21][CH2:20][CH2:19][NH2:22])=[O:16])=[CH:11][CH:10]=1)[CH:1]([CH3:2])[CH3:3])([CH3:6])[CH3:7]. Product: C(C)(C)N(C(C)C)CC1=CC=C(O1)C(=O)NCCN (5-(diisopropylaminomethyl)-N-(2-aminoethyl)-2-furancarboxamide). Starting materials: COCCO, O=C1C2CC(c3ccc([N+](=O)[O-])cc3)(C2)C(=O)N1CC1CCCCC1. Yields the product Nc1ccc(C23CC(C2)C(=O)N(CC2CCCCC2)C3=O)cc1. As a reaction SMILES: [CH3:26][O:27][CH2:28][CH2:29][OH:30].[CH:1]1([CH2:7][N:8]2[C:9](=[O:25])[C:10]3([c:16]4[cH:17][cH:18][c:19]([N+:22]([O-:23])=[O:24])[cH:20][cH:21]4)[CH2:11][CH:12]([C:13]2=[O:14])[CH2:15]3)[CH2:2][CH2:3][CH2:4][CH2:5][CH2:6]1>>[CH:1]1([CH2:7][N:8]2[C:9](=[O:25])[C:10]3([c:16]4[cH:17][cH:18][c:19]([NH2:22])[cH:20][cH:21]4)[CH2:11][CH:12]([C:13]2=[O:14])[CH2:15]3)[CH2:2][CH2:3][CH2:4][CH2:5][CH2:6]1.